Task: describe an organic reaction: reactants, conditions, products, and yield. Dataset: the Open Reaction Database (ORD), a public repository of structured organic reaction records The reactants are C1(=CC=CC=C1)C(N1CC(C1)C#N)C1=CC=CC=C1 (1-(diphenylmethyl)-3-azetidinecarbonitrile), C(#N)N=C(N)N (dicyandiamide), [OH-].[K+] (KOH). Run in COCCO (2-methoxyethanol), O (water). The product is C1(=CC=CC=C1)C(N1CC(C1)C1=NC(=NC(=N1)N)N)C1=CC=CC=C1 (6-[1-(diphenylmethyl)-3-azetidinyl]-1,3,5-triazine-2,4-diamine). Reaction SMILES: [C:1]1([CH:7]([C:14]2[CH:19]=[CH:18][CH:17]=[CH:16][CH:15]=2)[N:8]2[CH2:11][CH:10]([C:12]#[N:13])[CH2:9]2)[CH:6]=[CH:5][CH:4]=[CH:3][CH:2]=1.[C:20]([N:22]=[C:23]([NH2:25])[NH2:24])#[N:21].[OH-].[K+]>COCCO.O>[C:1]1([CH:7]([C:14]2[CH:19]=[CH:18][CH:17]=[CH:16][CH:15]=2)[N:8]2[CH2:11][CH:10]([C:12]3[N:24]=[C:23]([NH2:25])[N:22]=[C:20]([NH2:21])[N:13]=3)[CH2:9]2)[CH:2]=[CH:3][CH:4]=[CH:5][CH:6]=1 |f:2.3|. Procedure: A solution of 1-(diphenylmethyl)-3-azetidinecarbonitrile (500 mg, 2.01 mmol), dicyandiamide (220 mg, 2.62 mmol) and KOH (34 mg, 0.604 mmol) in 2-methoxyethanol (10 mL) was heated at reflux for 4 hours, diluted with water, and cooled to room temperature. The precipitate was rinsed with water and dried under vacuum to provide the title compound. Reactants: CO.C(Cl)Cl (MeOH DCM), O=C1CNC(N1C(C(=O)O)CC1=CC=CC=C1)=S (2-(5-oxo-2-thioxoimidazolidin-1-yl)-3-phenylpropanoic acid), BrC1=C(C=C(C=C1)C1=CC=C(S1)C=O)Cl (5-(4-bromo-3-chloro-phenyl)thiophene-2-carbaldehyde), NCCC(=O)O (β-alanine). The solvent is C(C)(=O)O (acetic acid). Run at temperature 170 celsius. Yields the product BrC1=C(C=C(C=C1)C1=CC=C(S1)\C=C/1\NC(N(C1=O)C(C(=O)O)CC1=CC=CC=C1)=S)Cl ((E)-2-(4-((5-(4-bromo-3-chlorophenyl)thiophen-2-yl)methylene)-5-oxo-2-thioxoimidazolidin-1-yl)-3-phenylpropanoic acid). RXN SMILES: [O:1]=[C:2]1[N:6]([CH:7]([CH2:11][C:12]2[CH:17]=[CH:16][CH:15]=[CH:14][CH:13]=2)[C:8]([OH:10])=[O:9])[C:5](=[S:18])[NH:4][CH2:3]1.[Br:19][C:20]1[CH:25]=[CH:24][C:23]([C:26]2[S:30][C:29]([CH:31]=O)=[CH:28][CH:27]=2)=[CH:22][C:21]=1[Cl:33].NCCC(O)=O.CO.C(Cl)Cl>C(O)(=O)C>[Br:19][C:20]1[CH:25]=[CH:24][C:23]([C:26]2[S:30][C:29](/[CH:31]=[C:3]3/[NH:4][C:5](=[S:18])[N:6]([CH:7]([CH2:11][C:12]4[CH:17]=[CH:16][CH:15]=[CH:14][CH:13]=4)[C:8]([OH:10])=[O:9])[C:2]/3=[O:1])=[CH:28][CH:27]=2)=[CH:22][C:21]=1[Cl:33] |f:3.4|. Procedure details: To a mixture of 2-(5-oxo-2-thioxoimidazolidin-1-yl)-3-phenylpropanoic acid (0.044 g, 0.175 mmol) and 5-(4-bromo-3-chloro-phenyl)thiophene-2-carbaldehyde (0.050 g, 0.166 mmol) in acetic acid 5 mL is added β-alanine (1.6 mg, 0.01 r8 mmol) and heat to 170° C. for 30 min under microwave irradiation. The resulting reaction mixture is cooled down and the solvent is removed. The pure product (0.075 g, 0.141 mmol, red solid) is obtained by column chromatography using MeOH/DCM, 2-7% ration solvent system... The reactants are CC(=O)O[BH-](OC(C)=O)OC(C)=O, CCN1CCC(=O)CC1, CN, CO, CC(=O)O, CC#N, [Na+], [Na+], O=C([O-])O. Product: CCN1CCC(NC)CC1. Reaction SMILES: [C:12]([O:13][BH-:14]([O:15][C:16](=[O:17])[CH3:18])[O:19][C:20](=[O:21])[CH3:22])(=[O:23])[CH3:24].[CH2:3]([CH3:4])[N:5]1[CH2:6][CH2:7][C:8](=[O:11])[CH2:9][CH2:10]1.[CH3:1][NH2:2].[CH3:31][OH:32].[CH3:33][C:34](=[O:35])[OH:36].[CH3:37][C:38]#[N:39].[Na+:25].[Na+:26].[OH:27][C:28](=[O:29])[O-:30]>>[CH3:1][NH:2][CH:8]1[CH2:7][CH2:6][N:5]([CH2:3][CH3:4])[CH2:10][CH2:9]1. The reactants are CC=1C=C(C=CC1C)O (3,4-dimethylphenol), BrCCCCl (1-bromo-3-chloropropane). The product is ClCCCOC1=CC(=C(C=C1)C)C (4-(3-CHLOROPROPOXY)-1,2-DIMETHYLBENZENE). As a reaction SMILES: [CH3:1][C:2]1[CH:3]=[C:4]([OH:9])[CH:5]=[CH:6][C:7]=1[CH3:8].Br[CH2:11][CH2:12][CH2:13][Cl:14]>>[Cl:14][CH2:13][CH2:12][CH2:11][O:9][C:4]1[CH:5]=[CH:6][C:7]([CH3:8])=[C:2]([CH3:1])[CH:3]=1. Procedure details: Prepared by Procedure U and Scheme AK using 3,4-dimethylphenol and 1-bromo-3-chloropropane. Starting materials: C(CCCCCCCCC(=O)O)(=O)O (Sebacic acid), C(C(C)C)C(=O)C (methyl isobutyl ketone), ester, C1CO1 (Ethylene oxide), C (carbon black). The reagents and catalysts are catalyst. Reaction conditions: temperature 150 celsius, time 60 minute. The product is OCCOC(CCCCCCCCC(=O)OCCO)=O (Bis(2-Hydroxyethyl)Sebacate). Isolated yield 44.0%. RXN SMILES: [C:1]([OH:14])(=[O:13])[CH2:2][CH2:3][CH2:4][CH2:5][CH2:6][CH2:7][CH2:8][CH2:9][C:10]([OH:12])=[O:11].[CH2:15]1[O:17][CH2:16]1.C.[CH2:19]([C:23](C)=[O:24])C(C)C>>[OH:24][CH2:23][CH2:19][O:11][C:10](=[O:12])[CH2:9][CH2:8][CH2:7][CH2:6][CH2:5][CH2:4][CH2:3][CH2:2][C:1]([O:14][CH2:16][CH2:15][OH:17])=[O:13]. Procedure details: Sebacic acid (50.5g, 0.25 mole), the catalyst of Example II (0.5g), and methyl isobutyl ketone (250 ml) were charged to the autoclave and heated to 150° C. Ethylene oxide (24.23g, 0.55 mole) was introduced from a nitrogen-pressurized cylinder to the autoclave. The temperature rose to 160° C and the pressure increased from 25 psi to 100 psi. After 60 minutes at 160° C, the pressure dropped to 88 psi and the system was vented. The light yellow green reaction mixture was mixed with carbon black, he... The reactants are ClC1=CC=NC2=CC=CC=C12 (4-chloroquinoline), C(C1=CC=CC=C1)N1CCNCC1 (1-benzylpiperazine). The solvent is xylenes. Reaction conditions: time 20 hour. Yields the product C(C1=CC=CC=C1)N1CCN(CC1)C1=CC=NC2=CC=CC=C12 (1-benzyl-4-(4-quinolinyl)piperazine). The yield is 81.8%. RXN SMILES: Cl[C:2]1[C:11]2[C:6](=[CH:7][CH:8]=[CH:9][CH:10]=2)[N:5]=[CH:4][CH:3]=1.[CH2:12]([N:19]1[CH2:24][CH2:23][NH:22][CH2:21][CH2:20]1)[C:13]1[CH:18]=[CH:17][CH:16]=[CH:15][CH:14]=1>>[CH2:12]([N:19]1[CH2:24][CH2:23][N:22]([C:2]2[C:11]3[C:6](=[CH:7][CH:8]=[CH:9][CH:10]=3)[N:5]=[CH:4][CH:3]=2)[CH2:21][CH2:20]1)[C:13]1[CH:14]=[CH:15][CH:16]=[CH:17][CH:18]=1. Procedure: To a solution of 4-chloroquinoline (3 g) in mixed xylenes (b.p. 137°-144° C.) (25 ml) was added 1-benzylpiperazine (6.46 g). The mixture was heated to reflux with stirring for 20 hours then cooled to room temperature. The precipitate that formed was filtered and washed with xylene. To the combined filtrate and washings was added decolourising charcoal and the mixture was heated to reflux for 20 minutes, cooled and filtered through kieselguhr. The filtrate was evaporated to dryness to yield 1-ben... Starting materials: C1(=CC=CC=C1)CC(=O)N[C@@H](C)C(=O)O (N-(phenylacetyl)-L-alanine), Cl.COC([C@H]1NCCC1)=O (L-proline methyl ester hydrochloride). RXN SMILES: [C:1]1([CH2:7][C:8]([NH:10][C@H:11]([C:13]([OH:15])=O)[CH3:12])=[O:9])[CH:6]=[CH:5][CH:4]=[CH:3][CH:2]=1.Cl.[CH3:17][O:18][C:19](=[O:25])[C@@H:20]1[CH2:24][CH2:23][CH2:22][NH:21]1>>[CH3:17][O:18][C:19](=[O:25])[C@@H:20]1[CH2:24][CH2:23][CH2:22][N:21]1[C:13](=[O:15])[C@H:11]([CH3:12])[NH:10][C:8](=[O:9])[CH2:7][C:1]1[CH:2]=[CH:3][CH:4]=[CH:5][CH:6]=1 |f:1.2|. Solvent: EtOAc hexanes. Yields the product COC([C@H]1N(CCC1)C([C@@H](NC(CC1=CC=CC=C1)=O)C)=O)=O (N-[N-(Phenylacetyl)-L-alaninyl]-L-proline Methyl Ester). Procedure details: Following General Procedure A and using N-(phenylacetyl)-L-alanine (from Example B1 above) and L-proline methyl ester hydrochloride (Bachem), the title compound was prepared as an oil. The reaction was monitored by tlc (Rf=0.12 in 50% EtOAc/hexanes).